This data is from the Open Reaction Database (ORD), a public repository of structured organic reaction records. The task is: describe an organic reaction: reactants, conditions, products, and yield Reactants: C1(=CC=C(C=C1)S(=O)CCC1=NN2C(C(CCC2)C2=C(C=CC=C2)C(F)(F)F)=N1)C (2-[2-(Toluene-4-sulfinyl)ethyl]-8-(2-trifluoromethylphenyl)-5,6,7,8-tetrahydro[1,2,4]triazolo[1,5-a]pyridine). Solvent: C1(=CC=CC=C1)C (toluene). Yields the product FC(C1=C(C=CC=C1)C1C=2N(CCC1)N=C(N2)C=C)(F)F (8-(2-trifluoromethylphenyl)-2-vinyl-5,6,7,8-tetrahydro[1,2,4]triazolo[1,5-a]pyridine). The yield is 71.2%. RXN SMILES: C1(C)C=CC(S([CH2:9][CH2:10][C:11]2[N:29]=[C:14]3[CH:15]([C:19]4[CH:24]=[CH:23][CH:22]=[CH:21][C:20]=4[C:25]([F:28])([F:27])[F:26])[CH2:16][CH2:17][CH2:18][N:13]3[N:12]=2)=O)=CC=1>C1(C)C=CC=CC=1>[F:28][C:25]([F:26])([F:27])[C:20]1[CH:21]=[CH:22][CH:23]=[CH:24][C:19]=1[CH:15]1[CH2:16][CH2:17][CH2:18][N:13]2[N:12]=[C:11]([CH:10]=[CH2:9])[N:29]=[C:14]12. Procedure: 2-[2-(Toluene-4-sulfinyl)ethyl]-8-(2-trifluoromethylphenyl)-5,6,7,8-tetrahydro[1,2,4]triazolo[1,5-a]pyridine (8.87 g) was dissolved in toluene (300 ml), and the reaction solution was heated under reflux for three days. After leaving to cool, the reaction solution was concentrated under reduced pressure. The residue was purified by silica gel column chromatography to obtain the title compound (4.27 g). The property values of the compound are as follows. The reactants are CCN(CC)C(=O)CNc1cc([N+](=O)[O-])ccc1OC, CC(=O)O, [Fe], O. Yields the product CCN(CC)C(=O)CNc1cc(N)ccc1OC. As a reaction SMILES: [CH2:2]([CH3:3])[N:4]([C:5](=[O:6])[CH2:7][NH:8][c:9]1[c:10]([O:18][CH3:19])[cH:11][cH:12][c:13]([N+:15]([O-:16])=[O:17])[cH:14]1)[CH2:20][CH3:21].[CH3:23][C:24](=[O:25])[OH:26].[Fe:22].[OH2:1]>>[CH2:2]([CH3:3])[N:4]([C:5](=[O:6])[CH2:7][NH:8][c:9]1[c:10]([O:18][CH3:19])[cH:11][cH:12][c:13]([NH2:15])[cH:14]1)[CH2:20][CH3:21]. Starting materials: ClC1=NC=NC(=N1)Cl (2,4-Dichloro-[1,3,5]-triazine), C([O-])([O-])=O.[Cs+].[Cs+] (cesium carbonate), O (water), CS(=O)(=O)C=1C=C2CCNC2=CC1 (5-Methanesulfonyl-2,3-dihydro-1H-indole). The reagents and catalysts are C(C)(=O)[O-].[Pd+2].C(C)(=O)[O-] (palladium acetate), C1=CC=C(C=C1)P(C2=CC=CC=C2)C3=C(C4=CC=CC=C4C=C3)C5=C(C=CC6=CC=CC=C65)P(C7=CC=CC=C7)C8=CC=CC=C8 ((+/−)binap). The solvent is O1CCOCC1 (dioxane). Run at temperature 100 celsius. Yields the product ClC1=NC(=NC=N1)N1CCC2=CC(=CC=C12)S(=O)(=O)C (1-(4-Chloro-[1,3,5]-triazin-2-yl)-5-methanesulfonyl-2,3-dihydro-1H-indole). The yield is 83.7%. Reaction SMILES: [CH3:1][S:2]([C:5]1[CH:6]=[C:7]2[C:11](=[CH:12][CH:13]=1)[NH:10][CH2:9][CH2:8]2)(=[O:4])=[O:3].[Cl:14][C:15]1[N:20]=[C:19](Cl)[N:18]=[CH:17][N:16]=1.C(=O)([O-])[O-].[Cs+].[Cs+].O>O1CCOCC1.C([O-])(=O)C.[Pd+2].C([O-])(=O)C.C1C=CC(P(C2C=CC3C(=CC=CC=3)C=2C2C3C(=CC=CC=3)C=CC=2P(C2C=CC=CC=2)C2C=CC=CC=2)C2C=CC=CC=2)=CC=1>[Cl:14][C:15]1[N:20]=[CH:19][N:18]=[C:17]([N:10]2[C:11]3[C:7](=[CH:6][C:5]([S:2]([CH3:1])(=[O:4])=[O:3])=[CH:13][CH:12]=3)[CH2:8][CH2:9]2)[N:16]=1 |f:2.3.4,7.8.9|. Procedure details: 5-Methanesulfonyl-2,3-dihydro-1H-indole (79 mg, 0.4 mmol) was dissolved in dioxane (2 mL). 2,4-Dichloro-[1,3,5]-triazine (60 mg, 1 eq), palladium acetate (11 mg, 5% molar), (+/−)binap (15 mg, 8% molar) and cesium carbonate (131 mg, 1 eq) were added and the reaction mixture was heated at 100° C. for 4 h. The mixture was cooled to room temperature and water was added. The mixture was filtered through celite and washed three times with dioxane. The collected filtrate was evaporated to dryness to gi... The reactants are [Ag+], Cc1csc(C(=O)O)c1OC(C)c1ccccc1Cl, CS(C)=O, [F-], Ic1cnc2ccccn12, Cl[Pd]Cl, c1ccc(P(c2ccccc2)c2ccccc2)cc1, c1ccc(P(c2ccccc2)c2ccccc2)cc1. The product is Cc1c(-c2cnc3ccccn23)sc(C(=O)O)c1OC(C)c1ccccc1Cl. As a reaction SMILES: [Ag+:76].[CH3:1][c:2]1[c:3]([O:10][CH:11]([CH3:12])[c:13]2[c:14]([Cl:19])[cH:15][cH:16][cH:17][cH:18]2)[c:4]([C:7](=[O:8])[OH:9])[s:5][cH:6]1.[CH3:30][S:31]([CH3:32])=[O:33].[F-:75].[I:20][c:21]1[cH:22][n:23][c:24]2[n:25]1[cH:26][cH:27][cH:28][cH:29]2.[Pd:34]([Cl:35])[Cl:36].[c:37]1([P:38]([c:39]2[cH:40][cH:41][cH:42][cH:43][cH:44]2)[c:45]2[cH:46][cH:47][cH:48][cH:49][cH:50]2)[cH:51][cH:52][cH:53][cH:54][cH:55]1.[c:56]1([P:57]([c:58]2[cH:59][cH:60][cH:61][cH:62][cH:63]2)[c:64]2[cH:65][cH:66][cH:67][cH:68][cH:69]2)[cH:70][cH:71][cH:72][cH:73][cH:74]1>>[CH3:1][c:2]1[c:3]([O:10][CH:11]([CH3:12])[c:13]2[c:14]([Cl:19])[cH:15][cH:16][cH:17][cH:18]2)[c:4]([C:7](=[O:8])[OH:9])[s:5][c:6]1-[c:21]1[cH:22][n:23][c:24]2[n:25]1[cH:26][cH:27][cH:28][cH:29]2. RXN SMILES: [Br:14][CH2:15][CH2:16][N:17]1[C:18](=[O:27])[c:19]2[c:20]([cH:23][cH:24][cH:25][cH:26]2)[C:21]1=[O:22].[C:28](=[O:29])([O-:30])[O-:31].[CH3:1][O:2][c:3]1[cH:4][c:5]([CH:9]2[NH:10][CH2:11][CH2:12][CH2:13]2)[cH:6][cH:7][cH:8]1.[CH3:36][C:37]#[N:38].[I-:35].[K+:32].[K+:33].[K+:34]>>[CH3:1][O:2][c:3]1[cH:4][c:5]([CH:9]2[N:10]([CH2:15][CH2:16][N:17]3[C:18](=[O:27])[c:19]4[c:20]([cH:23][cH:24][cH:25][cH:26]4)[C:21]3=[O:22])[CH2:11][CH2:12][CH2:13]2)[cH:6][cH:7][cH:8]1. Product: COc1cccc(C2CCCN2CCN2C(=O)c3ccccc3C2=O)c1. Reactants: O=C1c2ccccc2C(=O)N1CCBr, O=C([O-])[O-], COc1cccc(C2CCCN2)c1, CC#N, [I-], [K+], [K+], [K+]. Procedure: This compound was prepared from 2-(tert-butyl)dimethylsilyloxybenzaldehyde (7) (4.23 g, 17.9 mmol) in the manner previously described for the synthesis of benzyl alcohol 5, affording 2.81 g (66%) of the silyloxybenzyl alcohol as a pale yellow oil. 1H NMR (400 MHz, CDCl3) δ0.26 [s, 6H, Si(CH3)2 ], 1.02 [s, 9H, SiC(CH3)3 ], 4.68 (d, 2H, J=6.3 Hz, CH2OH), 6.81 (d, 1H, J=6.3 Hz, Ar--H), 6.95 (dd, 1H, J=7.1, 7.1 Hz, Ar--H), 7.17 (ddd, 1H, J=9.5, 7.8 1.7 Hz, Ar--H), 7.30 ppm (dd, 1H, J=5.8, 1.6 Hz, Ar... As a reaction SMILES: C(C1C(O[SiH](C)C)=CC=CC=1C=O)(C)(C)C.[C:17]([C:21]1[CH:32]=[C:31](Br)[C:30](OC)=[CH:29][C:22]=1[CH:23]([OH:28])[O:24][SiH:25]([CH3:27])[CH3:26])([CH3:20])([CH3:19])[CH3:18]>>[C:17]([C:21]1[CH:32]=[CH:31][CH:30]=[CH:29][C:22]=1[CH:23]([OH:28])[O:24][SiH:25]([CH3:26])[CH3:27])([CH3:20])([CH3:18])[CH3:19]. Yields the product C(C)(C)(C)C1=C(C(O[SiH](C)C)O)C=CC=C1 (2-(tert-Butyl)dimethylsilyloxybenzyl alcohol). Isolated yield 66.0%. The reactants are C(C)(C)(C)C1=C(C=O)C=CC=C1O[SiH](C)C (2-(tert-Butyl)dimethylsilyloxybenzaldehyde), C(C)(C)(C)C1=C(C(O[SiH](C)C)O)C=C(C(=C1)Br)OC (2-(tert-Butyl)dimethylsilyloxy-4-bromo-5-methoxybenzyl alcohol). The reactants are CNCC(O)CO, CC1(C)OC(=C2C(=O)Nc3cc(F)c(F)cc32)C=C1c1ccc(F)nc1, CN(C)C=O, O. Product: CN(CC(O)CO)c1ccc(C2=CC(=C3C(=O)Nc4cc(F)c(F)cc43)OC2(C)C)cn1. RXN SMILES: [CH3:27][NH:28][CH2:29][CH:30]([CH2:31][OH:32])[OH:33].[F:1][c:2]1[cH:3][c:4]2[c:8]([cH:9][c:10]1[F:11])[NH:7][C:6](=[O:12])[C:5]2=[C:13]1[O:14][C:15]([CH3:25])([CH3:26])[C:16]([c:18]2[cH:19][n:20][c:21]([F:24])[cH:22][cH:23]2)=[CH:17]1.[O:35]=[CH:36][N:37]([CH3:38])[CH3:39].[OH2:34]>>[F:1][c:2]1[cH:3][c:4]2[c:8]([cH:9][c:10]1[F:11])[NH:7][C:6](=[O:12])[C:5]2=[C:13]1[O:14][C:15]([CH3:25])([CH3:26])[C:16]([c:18]2[cH:19][n:20][c:21]([N:28]([CH3:27])[CH2:29][CH:30]([CH2:31][OH:32])[OH:33])[cH:22][cH:23]2)=[CH:17]1.